From a dataset of the Open Reaction Database (ORD), a public repository of structured organic reaction records. describe an organic reaction: reactants, conditions, products, and yield Reactants: C(C1=CC=CC=C1)N1CC(OCC1)C(C1=CC=CC=C1)OC1=C(C=CC=C1)OC (4-benzyl-2-[α-(2-methoxy-phenoxy)-benzyl]-morpholine). Solvent: CCO (EtOH), Cl (HCl). Product: COC1=C(OC(C2=CC=CC=C2)C2CNCCO2)C=CC=C1 (2-[α-(2-methoxy-phenoxy)-benzyl]-morpholine). Reagents/catalysts: [Pd] (palladium-charcoal). Yield: 54.6%. Reported procedure: A solution of 4-benzyl-2-[α-(2-methoxy-phenoxy)-benzyl]-morpholine (5 g) in 99% EtOH (150 ml) and HCl (6 ml) was reduced (palladium-charcoal catalyst) for 4 hours at room temperature. The mixture was then filtered, dried under vacuum and separated on a silica gel column (mobile phase: CHCl3 :MeOH:NH4OH=170:30:2) to obtain 2-[α-(2-methoxy-phenoxy)-benzyl]-morpholine (2.1 g; yield 54.7%) as a transparent oil .HCl m.p. 140°-170° C. Reaction SMILES: C([N:8]1[CH2:13][CH2:12][O:11][CH:10]([CH:14]([O:21][C:22]2[CH:27]=[CH:26][CH:25]=[CH:24][C:23]=2[O:28][CH3:29])[C:15]2[CH:20]=[CH:19][CH:18]=[CH:17][CH:16]=2)[CH2:9]1)C1C=CC=CC=1>CCO.Cl.[Pd]>[CH3:29][O:28][C:23]1[CH:24]=[CH:25][CH:26]=[CH:27][C:22]=1[O:21][CH:14]([CH:10]1[O:11][CH2:12][CH2:13][NH:8][CH2:9]1)[C:15]1[CH:16]=[CH:17][CH:18]=[CH:19][CH:20]=1.